This data is from the Open Reaction Database (ORD), a public repository of structured organic reaction records. The task is: describe an organic reaction: reactants, conditions, products, and yield Reactants: C1(C=2C(C(=O)O1)=CC=CC2)=O (phthalic anhydride), COC(CSC1N(C(C2=CC=CC=C12)=O)CC=1SC=CC1)=O ((3-Oxo-2-thiophen-2-ylmethyl-2,3-dihydro-1H-isoindol-1-ylsulfanyl)-acetic acid methyl ester), C(C1=CC=CC=C1)N (benzylamine). Yields the product C(C)OC(CSC1N(C(C2=CC=CC=C12)=O)CC1=CC=CC=C1)=O ((2-Benzyl-3-oxo-2,3-dihydro-1H-isoindol-1-ylsulfanyl)-acetic acid ethyl ester). Reaction SMILES: [C:1]1(=O)OC(=O)C2=CC=CC=[C:2]12.[CH3:12][O:13][C:14](=[O:33])[CH2:15][S:16][CH:17]1[C:25]2[C:20](=[CH:21][CH:22]=[CH:23][CH:24]=2)[C:19](=[O:26])[N:18]1[CH2:27][C:28]1S[CH:30]=[CH:31][CH:32]=1.[CH2:34](N)C1C=CC=CC=1>>[CH2:12]([O:13][C:14](=[O:33])[CH2:15][S:16][CH:17]1[C:25]2[C:20](=[CH:21][CH:22]=[CH:23][CH:24]=2)[C:19](=[O:26])[N:18]1[CH2:27][C:28]1[CH:2]=[CH:1][CH:30]=[CH:31][CH:32]=1)[CH3:34]. Procedure details: Compound 17 was prepared using the synthetic sequence in a manner analogous to the method described for the conversion of commercially available phthalic anhydride to compound 13 using benzylamine instead of thiophene-2-methylamine in the first step. Reactants: CC(=O)c1ccc2ncc(Cc3cc4cccnc4cc3F)n2n1, NN1CCOC1=O. The product is CC(=NN1CCOC1=O)c1ccc2ncc(Cc3cc4cccnc4cc3F)n2n1. Reaction SMILES: [F:8][c:9]1[c:10]([CH2:19][c:20]2[cH:21][n:22][c:23]3[n:24]2[n:25][c:26]([C:29]([CH3:30])=[O:31])[cH:27][cH:28]3)[cH:11][c:12]2[cH:13][cH:14][cH:15][n:16][c:17]2[cH:18]1.[NH2:1][N:2]1[C:3](=[O:7])[O:4][CH2:5][CH2:6]1>>[N:1]([N:2]1[C:3](=[O:7])[O:4][CH2:5][CH2:6]1)=[C:29]([c:26]1[n:25][n:24]2[c:20]([CH2:19][c:10]3[c:9]([F:8])[cH:18][c:17]4[c:12]([cH:11]3)[cH:13][cH:14][cH:15][n:16]4)[cH:21][n:22][c:23]2[cH:28][cH:27]1)[CH3:30]. The reactants are [Br-], COC(=O)c1cc(Br)ccc1C[P+](c1ccccc1)(c1ccccc1)c1ccccc1, C1CCC2=NCCCN2CC1, COc1cccc(C=O)c1C, CC#N. The product is COC(=O)c1cc(Br)ccc1C=Cc1cccc(OC)c1C. As a reaction SMILES: [Br-:1].[Br:2][c:3]1[cH:4][c:5]([C:29](=[O:30])[O:31][CH3:32])[c:6]([CH2:7][P+:8]([c:9]2[cH:10][cH:11][cH:12][cH:13][cH:14]2)([c:15]2[cH:16][cH:17][cH:18][cH:19][cH:20]2)[c:21]2[cH:22][cH:23][cH:24][cH:25][cH:26]2)[cH:27][cH:28]1.[CH2:33]1[CH2:34][CH2:35][C:36]2=[N:41][CH2:40][CH2:39][CH2:38][N:37]2[CH2:42][CH2:43]1.[CH3:44][O:45][c:46]1[c:47]([CH3:54])[c:48]([CH:49]=[O:50])[cH:51][cH:52][cH:53]1.[CH3:55][C:56]#[N:57]>>[Br:2][c:3]1[cH:4][c:5]([C:29](=[O:30])[O:31][CH3:32])[c:6]([CH:7]=[CH:49][c:48]2[c:47]([CH3:54])[c:46]([O:45][CH3:44])[cH:53][cH:52][cH:51]2)[cH:27][cH:28]1.